From a dataset of the Open Reaction Database (ORD), a public repository of structured organic reaction records. describe an organic reaction: reactants, conditions, products, and yield Reactants: C(C1=CC=CC=C1)OC1=CC(=C(C=C1)C=1OC2=C(C=NC(=C2)OC[C@H](C)NC(C)=O)N1)CC (N-((2S)-1-((2-(4-(benzyloxy)-2-ethylphenyl)[1,3]oxazolo[4,5-c]pyridin-6-yl)oxy)propan-2-yl)acetamide), BrCC1CC1 ((bromomethyl)cyclopropane). Product: C1(CC1)COC1=CC(=C(C=C1)C=1OC2=C(C=NC(=C2)OC[C@H](C)NC(C)=O)N1)CC (N-((2S)-1-((2-(4-(cyclopropylmethoxy)-2-ethylphenyl) [1,3]oxazolo[4,5-c]pyridin-6-yl)oxy)propan-2-yl)acetamide). Reaction SMILES: [CH2:1]([O:8][C:9]1[CH:14]=[CH:13][C:12]([C:15]2[O:16][C:17]3[CH:22]=[C:21]([O:23][CH2:24][C@@H:25]([NH:27][C:28](=[O:30])[CH3:29])[CH3:26])[N:20]=[CH:19][C:18]=3[N:31]=2)=[C:11]([CH2:32][CH3:33])[CH:10]=1)[C:2]1[CH:7]=[CH:6]C=CC=1.BrCC1CC1>>[CH:2]1([CH2:1][O:8][C:9]2[CH:14]=[CH:13][C:12]([C:15]3[O:16][C:17]4[CH:22]=[C:21]([O:23][CH2:24][C@@H:25]([NH:27][C:28](=[O:30])[CH3:29])[CH3:26])[N:20]=[CH:19][C:18]=4[N:31]=3)=[C:11]([CH2:32][CH3:33])[CH:10]=2)[CH2:6][CH2:7]1. Procedure details: Using N-((2S)-1-((2-(4-(benzyloxy)-2-ethylphenyl)[1,3]oxazolo[4,5-c]pyridin-6-yl)oxy)propan-2-yl)acetamide and (bromomethyl)cyclopropane, and in the same manner as in Step D of Example 68, the title compound was obtained. The reactants are CC1(CCOCC1)C1=CC=C(C=C1)S(=O)(=O)Cl (4-(4-methyl-tetrahydro-pyran-4-yl)-benzenesulfonyl chloride), NC1=C(C=C(C=C1)Cl)C(=O)C1=NC(=CC=C1)C ((2-amino-5-chloro-phenyl)-(6-methyl-pyridin-2-yl)-methanone), N-aryl-benzenesulfonamides. Yields the product ClC1=CC(=C(C=C1)NS(=O)(=O)C1=CC=C(C=C1)C1(CCOCC1)C)C(=O)C1=NC(=CC=C1)C (N-[4-Chloro-2-(6-methyl-pyridine-2-carbonyl)-phenyl]-4-(4-methyl-tetrahydro-pyran-4-yl)-benzenesulfonamide). Reaction SMILES: [CH3:1][C:2]1([C:8]2[CH:13]=[CH:12][C:11]([S:14](Cl)(=[O:16])=[O:15])=[CH:10][CH:9]=2)[CH2:7][CH2:6][O:5][CH2:4][CH2:3]1.[NH2:18][C:19]1[CH:24]=[CH:23][C:22]([Cl:25])=[CH:21][C:20]=1[C:26]([C:28]1[CH:33]=[CH:32][CH:31]=[C:30]([CH3:34])[N:29]=1)=[O:27]>>[Cl:25][C:22]1[CH:23]=[CH:24][C:19]([NH:18][S:14]([C:11]2[CH:12]=[CH:13][C:8]([C:2]3([CH3:1])[CH2:7][CH2:6][O:5][CH2:4][CH2:3]3)=[CH:9][CH:10]=2)(=[O:16])=[O:15])=[C:20]([C:26]([C:28]2[CH:33]=[CH:32][CH:31]=[C:30]([CH3:34])[N:29]=2)=[O:27])[CH:21]=1. Reported procedure: The title compound was prepared by the reacting 4-(4-methyl-tetrahydro-pyran-4-yl)-benzenesulfonyl chloride with (2-amino-5-chloro-phenyl)-(6-methyl-pyridin-2-yl)-methanone according to the general procedure described for the preparation of (N-aryl-benzenesulfonamides. MS: m/z 486 (M++1).